This data is from the Open Reaction Database (ORD), a public repository of structured organic reaction records. The task is: describe an organic reaction: reactants, conditions, products, and yield The reactants are COc1cc(CO)cc([N+](=O)[O-])c1, Cc1ccccc1, C1CCC2=NCCCN2CC1, [N-]=[N+]=NP(=O)(c1ccccc1)c1ccccc1. The product is COc1cc(CN=[N+]=[N-])cc([N+](=O)[O-])c1. As a reaction SMILES: [CH3:29][O:30][c:31]1[cH:32][c:33]([CH2:40][OH:41])[cH:34][c:35]([N+:37](=[O:38])[O-:39])[cH:36]1.[CH3:42][c:43]1[cH:44][cH:45][cH:46][cH:47][cH:48]1.[N:18]12[CH2:19][CH2:20][CH2:21][N:22]=[C:23]1[CH2:24][CH2:25][CH2:26][CH2:27][CH2:28]2.[c:1]1([P:2]([c:3]2[cH:4][cH:5][cH:6][cH:7][cH:8]2)(=[O:9])[N:15]=[N+:16]=[N-:17])[cH:10][cH:11][cH:12][cH:13][cH:14]1>>[N:15](=[N+:16]=[N-:17])[CH2:40][c:33]1[cH:32][c:31]([O:30][CH3:29])[cH:36][c:35]([N+:37](=[O:38])[O-:39])[cH:34]1. Reaction SMILES: N12CCCN=C1CCCCC2.Br[CH2:13][CH2:14][C:15]1[CH:20]=[C:19]([Cl:21])[C:18]([N:22]2[CH2:27][CH2:26][CH2:25][CH2:24][CH2:23]2)=[CH:17][C:16]=1[OH:28]>C(Cl)Cl>[Cl:21][C:19]1[C:18]([N:22]2[CH2:27][CH2:26][CH2:25][CH2:24][CH2:23]2)=[CH:17][C:16]2[O:28][CH2:13][CH2:14][C:15]=2[CH:20]=1. Solvent: C(Cl)Cl (methylene chloride). Procedure details: 1.2 ml (8.0 mmole) of 1,8-diazabicyclo[5.4.0]-undec-7-ene (DBU) are added at 0° to a solution of 2.50 g (7.8 mmole) of 1-bromo-2-[5-chloro-2-hydroxy-4-(piperidin-1-yl)-phenyl]-ethane in 50 ml of absolute methylene chloride and the whole is then stirred for 3 hours at room temperature. The reaction mixture is washed with saturated sodium chloride solution and the organic phases are combined, dried over sodium sulphate and concentrated in a vacuum rotary evaporator. The residue is chromatographed ... Conditions: time 3 hour. Yields the product ClC=1C(=CC2=C(CCO2)C1)N1CCCCC1 (5-chloro-6-(piperidin-1-yl)-2,3-dihydrobenzofuran). Starting materials: N12CCCCCC2=NCCC1 (1,8-diazabicyclo[5.4.0]-undec-7-ene), BrCCC1=C(C=C(C(=C1)Cl)N1CCCCC1)O (1-bromo-2-[5-chloro-2-hydroxy-4-(piperidin-1-yl)-phenyl]-ethane). The reactants are NC1=CC=C(C(=O)OC)C=C1 (methyl 4-aminobenzoate), [I-].[Na+] (sodium iodide), ClC(C=1OC2=C(C1C)C=C(C=C2)C#N)C2CCCCC2 (2-[chloro(cyclohexyl)methyl]-3-methyl-1-benzofuran-5-carbonitrile), C([O-])([O-])=O.[Na+].[Na+] (sodium carbonate), Cl (Hydrochloric acid), [OH-].[Li+] (lithium hydroxide). The solvent is CN(C=O)C (N,N-dimethylformamide), C(C)O (ethanol), O (water), O1CCCC1 (tetrahydrofuran). Conditions: temperature 80 celsius, time 8 hour. Yields the product C(#N)C=1C=CC2=C(C(=C(O2)C(C2CCCCC2)NC2=CC=C(C(=O)O)C=C2)C)C1 (4-{[(5-cyano-3-methyl-1-benzofuran-2-yl)(cyclohexyl)methyl]amino}benzoic acid). Yield: 53.0%. As a reaction SMILES: Cl[CH:2]([CH:15]1[CH2:20][CH2:19][CH2:18][CH2:17][CH2:16]1)[C:3]1[O:4][C:5]2[CH:12]=[CH:11][C:10]([C:13]#[N:14])=[CH:9][C:6]=2[C:7]=1[CH3:8].[NH2:21][C:22]1[CH:31]=[CH:30][C:25]([C:26]([O:28]C)=[O:27])=[CH:24][CH:23]=1.[I-].[Na+].C(=O)([O-])[O-].[Na+].[Na+].Cl.[OH-].[Li+]>C(O)C.O.O1CCCC1.CN(C)C=O>[C:13]([C:10]1[CH:11]=[CH:12][C:5]2[O:4][C:3]([CH:2]([NH:21][C:22]3[CH:31]=[CH:30][C:25]([C:26]([OH:28])=[O:27])=[CH:24][CH:23]=3)[CH:15]3[CH2:20][CH2:19][CH2:18][CH2:17][CH2:16]3)=[C:7]([CH3:8])[C:6]=2[CH:9]=1)#[N:14] |f:2.3,4.5.6,8.9|. Reported procedure: To a mixture of 2-[chloro(cyclohexyl)methyl]-3-methyl-1-benzofuran-5-carbonitrile (868 mg) synthesized above, methyl 4-aminobenzoate (546 mg), sodium iodide (902 mg) and N,N-dimethylformamide (10 mL) was added sodium carbonate (638 mg), and the mixture was stirred at 80° C. overnight. 1N Hydrochloric acid was added to quench the reaction, and the mixture was extracted with ethyl acetate. The extract was washed with saturated brine, dried over magnesium sulfate, and concentrated under reduced pre... Reaction SMILES: [CH3:2][O:3][C:4](=[O:5])[C:6]1=[C:7]([CH3:33])[NH:8][C:9]2=[C:14]([C:13](=[O:25])[CH2:12][N:11]([CH2:26][c:27]3[cH:28][cH:29][cH:30][cH:31][cH:32]3)[CH2:10]2)[CH:15]1[c:16]1[cH:17][c:18]([N+:22](=[O:23])[O-:24])[cH:19][cH:20][cH:21]1.[CH3:36][OH:37].[ClH:1].[H:34][H:35]>>[CH3:2][O:3][C:4](=[O:5])[C:6]1=[C:7]([CH3:33])[NH:8][C:9]2=[C:14]([C:13](=[O:25])[CH2:12][NH:11][CH2:10]2)[CH:15]1[c:16]1[cH:17][c:18]([N+:22](=[O:23])[O-:24])[cH:19][cH:20][cH:21]1.[ClH:1]. Reactants: COC(=O)C1=C(C)NC2=C(C(=O)CN(Cc3ccccc3)C2)C1c1cccc([N+](=O)[O-])c1, CO, Cl, [H][H]. Yields the product COC(=O)C1=C(C)NC2=C(C(=O)CNC2)C1c1cccc([N+](=O)[O-])c1, Cl. Reactants: Cc1cc(COc2ccc(S(=O)(=O)NC3CCOCC3(C)C(=O)NOC(C)(C)C)cc2)c2ccccc2n1, O=C(O)C(F)(F)F. The product is Cc1cc(COc2ccc(S(=O)(=O)NC3CCOCC3(C)C(=O)NO)cc2)c2ccccc2n1. RXN SMILES: [C:1]([CH3:2])([CH3:3])([CH3:4])[O:5][NH:6][C:7](=[O:8])[C:9]1([CH3:38])[CH2:10][O:11][CH2:12][CH2:13][CH:14]1[NH:15][S:16](=[O:17])(=[O:18])[c:19]1[cH:20][cH:21][c:22]([O:25][CH2:26][c:27]2[cH:28][c:29]([CH3:37])[n:30][c:31]3[cH:32][cH:33][cH:34][cH:35][c:36]23)[cH:23][cH:24]1.[OH:39][C:40]([C:41]([F:42])([F:43])[F:44])=[O:45]>>[OH:5][NH:6][C:7](=[O:8])[C:9]1([CH3:38])[CH2:10][O:11][CH2:12][CH2:13][CH:14]1[NH:15][S:16](=[O:17])(=[O:18])[c:19]1[cH:20][cH:21][c:22]([O:25][CH2:26][c:27]2[cH:28][c:29]([CH3:37])[n:30][c:31]3[cH:32][cH:33][cH:34][cH:35][c:36]23)[cH:23][cH:24]1. The reactants are O (water), ClC=1C=CC(=C(OC=2C=C(CNC(OC(C)(C)C)=O)C=CC2)C1)NCC1=CC(=C(C=C1)Cl)Cl (tert-butyl 3-[5-chloro-2-(3,4-dichlorobenzylamino)phenoxy]benzylcarbamate), C(C)C(C(=O)Cl)CC(=O)Cl (ethylsuccinyl chloride), O1CCCC1 (tetrahydrofuran). The reagents and catalysts are CN(C1=CC=NC=C1)C (4-dimethylaminopyridine). Run at time 1 hour. The product is C(C)(C)(C)OC(=O)NCC=1C=C(OC2=C(C=CC(=C2)Cl)N(C(CCC(=O)OCC)=O)CC2=CC(=C(C=C2)Cl)Cl)C=CC1 (ethyl N-[2-[3-(tert-butoxycarbonylaminomethyl)phenoxy]-4-chlorophenyl]-N-(3,4-dichlorobenzyl)succinamate). The yield is 95.7%. Reaction SMILES: [Cl:1][C:2]1[CH:3]=[CH:4][C:5]([NH:24][CH2:25][C:26]2[CH:31]=[CH:30][C:29]([Cl:32])=[C:28]([Cl:33])[CH:27]=2)=[C:6]([CH:23]=1)[O:7][C:8]1[CH:9]=[C:10]([CH:20]=[CH:21][CH:22]=1)[CH2:11][NH:12][C:13](=[O:19])[O:14][C:15]([CH3:18])([CH3:17])[CH3:16].C([CH:36]([CH2:40][C:41](Cl)=[O:42])[C:37](Cl)=[O:38])C.O1CC[CH2:46][CH2:45]1.[OH2:49]>CN(C)C1C=CN=CC=1>[C:15]([O:14][C:13]([NH:12][CH2:11][C:10]1[CH:9]=[C:8]([CH:22]=[CH:21][CH:20]=1)[O:7][C:6]1[CH:23]=[C:2]([Cl:1])[CH:3]=[CH:4][C:5]=1[N:24]([CH2:25][C:26]1[CH:31]=[CH:30][C:29]([Cl:32])=[C:28]([Cl:33])[CH:27]=1)[C:41](=[O:42])[CH2:40][CH2:36][C:37]([O:38][CH2:45][CH3:46])=[O:49])=[O:19])([CH3:18])([CH3:17])[CH3:16]. Reported procedure: A mixture of tert-butyl 3-[5-chloro-2-(3,4-dichlorobenzylamino)phenoxy]benzylcarbamate (2.79 g, 5.5 mmols), ethylsuccinyl chloride (1.2 ml, 8.3 mmols), 4-dimethylaminopyridine (1.01 g, 8.3 mmols) and tetrahydrofuran (30 ml) was stirred at room temperature for 1 hour, and then at 60° C. for 3 hours. The reaction mixture was poured into water, and extracted with ethyl acetate. The extract was washed with brine, and then dried with anhydrous magnesium sulfate. This was concentrated under reduced pr...